From a dataset of the Open Reaction Database (ORD), a public repository of structured organic reaction records. describe an organic reaction: reactants, conditions, products, and yield Starting materials: CI, CCO, [K+], NCCCCCCCCCCS(=O)(=O)O, [OH-], O, S=C=S. The product is CSC(=S)NCCCCCCCCCCS(=O)(=O)O. Reaction SMILES: [CH3:21][I:22].[CH3:23][CH2:24][OH:25].[K+:2].[NH2:3][CH2:4][CH2:5][CH2:6][CH2:7][CH2:8][CH2:9][CH2:10][CH2:11][CH2:12][CH2:13][S:14](=[O:15])(=[O:16])[OH:17].[OH-:1].[OH2:26].[S:18]=[C:19]=[S:20]>>[NH:3]([CH2:4][CH2:5][CH2:6][CH2:7][CH2:8][CH2:9][CH2:10][CH2:11][CH2:12][CH2:13][S:14](=[O:15])(=[O:16])[OH:17])[C:19]([S:18][CH3:21])=[S:20]. Starting materials: BrCCc1ccccc1, O=C1Nc2ccccc2N=C2CCCC12, CN(C)C=O, [Cl-], [H-], [NH4+], [Na+], O. Product: O=C1C2CCCC2=Nc2ccccc2N1CCc1ccccc1. RXN SMILES: [Br:18][CH2:19][CH2:20][c:21]1[cH:22][cH:23][cH:24][cH:25][cH:26]1.[CH2:1]1[CH2:2][CH2:3][C:4]2=[N:5][c:6]3[c:7]([cH:12][cH:13][cH:14][cH:15]3)[NH:8][C:9](=[O:11])[CH:10]12.[CH3:29][N:30]([CH3:31])[CH:32]=[O:33].[Cl-:27].[H-:16].[NH4+:28].[Na+:17].[OH2:34]>>[CH2:1]1[CH2:2][CH2:3][C:4]2=[N:5][c:6]3[c:7]([cH:12][cH:13][cH:14][cH:15]3)[N:8]([CH2:19][CH2:20][c:21]3[cH:22][cH:23][cH:24][cH:25][cH:26]3)[C:9](=[O:11])[CH:10]12. The reactants are BrC1=CC(=C(C(=C1)Cl)S(=O)(=O)N(C)CC1=CC(=CO1)C(=O)O)Cl (5-({[(4-bromo-2,6-dichlorophenyl)sulfonyl](methyl)amino}methyl)furan-3-carboxylic acid), CCN=C=NCCCN(C)C (EDCI), C=1C=CC2=C(C1)N=NN2O (HOBt), N1C(=NCC1)C1=CC=C(C=C1)CCNC (2-[4-(4,5-dihydro-1H-imidazol-2-yl)phenyl]-N-methylethanamine), Cl (HCl), CCN(C(C)C)C(C)C (DIPEA). Run in CN(C)C=O (DMF), CN(C)C=O (DMF), CCOC(=O)C (EtOAc). Reaction conditions: time 18 hour. The product is BrC1=CC(=C(C(=C1)Cl)S(=O)(=O)N(C)CC1=CC(=CO1)C(=O)N(C)CCC1=CC=C(C=C1)C=1NCCN1)Cl (5-({[(4-bromo-2,6-dichlorophenyl)sulfonyl](methyl)amino}methyl)-N-{2-[4-(4,5-dihydro-1H-imidazol-2-yl)phenyl]ethyl}-N-methylfuran-3-carboxamide). RXN SMILES: [Br:1][C:2]1[CH:7]=[C:6]([Cl:8])[C:5]([S:9]([N:12]([CH2:14][C:15]2[O:19][CH:18]=[C:17]([C:20]([OH:22])=O)[CH:16]=2)[CH3:13])(=[O:11])=[O:10])=[C:4]([Cl:23])[CH:3]=1.CCN=C=NCCCN(C)C.C1C=CC2N(O)N=NC=2C=1.[NH:45]1[CH2:49][CH2:48][N:47]=[C:46]1[C:50]1[CH:55]=[CH:54][C:53]([CH2:56][CH2:57][NH:58][CH3:59])=[CH:52][CH:51]=1.Cl.CCN(C(C)C)C(C)C>CN(C=O)C.CCOC(C)=O>[Br:1][C:2]1[CH:7]=[C:6]([Cl:8])[C:5]([S:9]([N:12]([CH2:14][C:15]2[O:19][CH:18]=[C:17]([C:20]([N:58]([CH2:57][CH2:56][C:53]3[CH:52]=[CH:51][C:50]([C:46]4[NH:47][CH2:48][CH2:49][N:45]=4)=[CH:55][CH:54]=3)[CH3:59])=[O:22])[CH:16]=2)[CH3:13])(=[O:11])=[O:10])=[C:4]([Cl:23])[CH:3]=1. Reported procedure: To a stirred solution of 5-({[(4-bromo-2,6-dichlorophenyl)sulfonyl](methyl)amino}methyl)furan-3-carboxylic acid (54 mg, 0.12 mmol), EDCI (29 mg, 0.15 mmol) and HOBt (20 mg, 0.15 mmol) in DMF (3 mL) was added a solution of 2-[4-(4,5-dihydro-1H-imidazol-2-yl)phenyl]-N-methylethanamine.HCl (29 mg, 0.11 mmol) and DIPEA (0.084 mL, 0.48 mmol) in DMF (2 mL). The reaction was stirred at ambient temperature for 18 h, then diluted with EtOAc. The solution was washed with water, saturated aqueous NaHCO3 an... Procedure: 2,5-Difluoroaniline (38 g) was dissolved in acetic acid (120 ml), and then pyridine (25 g) was added thereto, followed by stirring. A mixed solution of iodine monochloride (50 g) with acetic acid (30 ml) was added dropwise thereto. After stirring at room temperature for 1 hour, the mixed solution was further stirred at 70° to 80° C. for 2 hours. Then, the reaction solution was poured into water, and the precipitated crystals were filtered, followed by washing with water. The resulting crystals w... Yields the product IC1=CC(=C(N)C=C1F)F (4-iodo-2,5-difluoroaniline). Yield: 66.6%. The reactants are ICl (iodine monochloride), O (water), FC1=C(N)C=C(C=C1)F (2,5-Difluoroaniline), N1=CC=CC=C1 (pyridine). The solvent is C(C)(=O)O (acetic acid), C(C)(=O)O (acetic acid). As a reaction SMILES: [F:1][C:2]1[CH:8]=[CH:7][C:6]([F:9])=[CH:5][C:3]=1[NH2:4].N1C=CC=CC=1.[I:16]Cl.O>C(O)(=O)C>[I:16][C:7]1[C:6]([F:9])=[CH:5][C:3]([NH2:4])=[C:2]([F:1])[CH:8]=1. Reactants: CCCCC1OC1C(=O)Nc1ccc2c(c1)OCO2, CO, [Mg+2], [N-]=[N+]=[N-], [Na+], O=S(=O)([O-])[O-]. Yields the product CCCCC(N=[N+]=[N-])C(O)C(=O)Nc1ccc2c(c1)OCO2. As a reaction SMILES: [CH2:1]1[O:2][c:3]2[cH:4][c:5]([NH:10][C:11](=[O:12])[CH:13]3[O:14][CH:15]3[CH2:16][CH2:17][CH2:18][CH3:19])[cH:6][cH:7][c:8]2[O:9]1.[CH3:30][OH:31].[Mg+2:24].[N-:21]=[N+:22]=[N-:23].[Na+:20].[O-:25][S:26](=[O:27])(=[O:28])[O-:29]>>[CH2:1]1[O:2][c:3]2[cH:4][c:5]([NH:10][C:11](=[O:12])[CH:13]([OH:14])[CH:15]([CH2:16][CH2:17][CH2:18][CH3:19])[N:21]=[N+:22]=[N-:23])[cH:6][cH:7][c:8]2[O:9]1. Starting materials: CCOc1cc(C(=O)OC)cc(OCC)c1Br, C1CCOC1, CO, [Na+], [OH-]. Yields the product CCOc1cc(C(=O)O)cc(OCC)c1Br. RXN SMILES: [Br:1][c:2]1[c:3]([O:15][CH2:16][CH3:17])[cH:4][c:5]([C:6](=[O:7])[O:8][CH3:9])[cH:10][c:11]1[O:12][CH2:13][CH3:14].[CH2:20]1[O:21][CH2:22][CH2:23][CH2:24]1.[CH3:25][OH:26].[Na+:19].[OH-:18]>>[Br:1][c:2]1[c:3]([O:15][CH2:16][CH3:17])[cH:4][c:5]([C:6](=[O:7])[OH:8])[cH:10][c:11]1[O:12][CH2:13][CH3:14]. Reactants: C1=C(C=CC=2C3=CC=CC=C3NC12)OCCNC[C@H](O[Si](CC)(CC)CC)C=1C=CC(=C(C1)NS(=O)(=O)C)Cl ((R)-N-[5-[2-[2-(9H-carbazol-2-yloxy)ethylamino]-1-[(triethylsilyl)oxy]ethyl]-2-chlorophenyl]methanesulfonamide), Cl.O1CCOCC1 (hydrogenchloride 1,4-dioxane). Run in O1CCCC1 (tetrahydrofuran). Reaction conditions: time 1 hour. Product: Cl.C1=C(C=CC=2C3=CC=CC=C3NC12)OCCNC[C@H](O)C=1C=CC(=C(C1)NS(=O)(=O)C)Cl ((R)-N-[5-[2-[2-(9H-carbazol-2-yloxy)ethylamino]-1-hydroxyethyl]-2-chlorophenyl]methanesulfonamide hydrochloride). RXN SMILES: [CH:1]1[C:13]2[NH:12][C:11]3[C:6](=[CH:7][CH:8]=[CH:9][CH:10]=3)[C:5]=2[CH:4]=[CH:3][C:2]=1[O:14][CH2:15][CH2:16][NH:17][CH2:18][C@@H:19]([C:28]1[CH:29]=[CH:30][C:31]([Cl:39])=[C:32]([NH:34][S:35]([CH3:38])(=[O:37])=[O:36])[CH:33]=1)[O:20][Si](CC)(CC)CC.Cl.O1CCOCC1>O1CCCC1>[ClH:39].[CH:1]1[C:13]2[NH:12][C:11]3[C:6](=[CH:7][CH:8]=[CH:9][CH:10]=3)[C:5]=2[CH:4]=[CH:3][C:2]=1[O:14][CH2:15][CH2:16][NH:17][CH2:18][C@@H:19]([C:28]1[CH:29]=[CH:30][C:31]([Cl:39])=[C:32]([NH:34][S:35]([CH3:38])(=[O:36])=[O:37])[CH:33]=1)[OH:20] |f:1.2,4.5|. Reported procedure: Intermediate 108 (73.2 mg) was dissolved in anhydrous tetrahydrofuran (4.2ml), whereto 4 N hydrogenchloride/1,4-dioxane (240 μl ) was added and the mixture was agitated at room temperature for 1 hour. The deposited precipitate was taken out and washed with tetrahydrofuran, whereupon it was dried under a reduced pressure at 40° C., whereby the above-identified compound was obtained (36.3 mg).